This data is from the Open Reaction Database (ORD), a public repository of structured organic reaction records. The task is: describe an organic reaction: reactants, conditions, products, and yield Starting materials: COC1=CC=C(C(=O)C2=CC=C(S2)S(=O)(=O)N)C=C1 (5-(4-methoxybenzoyl)thiophene-2-sulfonamide), Cl.N1=CC=CC=C1 (pyridine hydrochloride). The solvent is O (Water). Run at temperature 200 celsius, time 0.5 hour. The product is OC1=CC=C(C(=O)C2=CC=C(S2)S(=O)(=O)N)C=C1 (5-(4-Hydroxybenzoyl)thiophene-2-sulfonamide). As a reaction SMILES: C[O:2][C:3]1[CH:19]=[CH:18][C:6]([C:7]([C:9]2[S:13][C:12]([S:14]([NH2:17])(=[O:16])=[O:15])=[CH:11][CH:10]=2)=[O:8])=[CH:5][CH:4]=1.Cl.N1C=CC=CC=1>O>[OH:2][C:3]1[CH:19]=[CH:18][C:6]([C:7]([C:9]2[S:13][C:12]([S:14]([NH2:17])(=[O:16])=[O:15])=[CH:11][CH:10]=2)=[O:8])=[CH:5][CH:4]=1 |f:1.2|. Reported procedure: A mixture of 5-(4-methoxybenzoyl)thiophene-2-sulfonamide (5.48 g) and pyridine hydrochloride (50 g.) was heated to 200° C. for 0.5 hour. Water (400 mL) was added to the cooled reaction mixture and the solid collected by filtration. This solid was stirred with 1N hydrochloric acid (100 mL) for 0.5 hour, filtered, washed with water and dried at 70° C., 4.11 g, m.p. 183°-190° C. Treatment of this material with acetonitrile, followed by sodium bicarbonate solution then 3N hydrochloric acid, and recr...